Dataset: the Open Reaction Database (ORD), a public repository of structured organic reaction records. Task: describe an organic reaction: reactants, conditions, products, and yield Reactants: C(C1=CC=CC=C1)OC1=C(C=C(C=C1)CC(CNS(=O)(=O)C)NC(=O)OCC1=CC=CC=C1)C(C)(C)C (N-[3-(4-benzyloxy-3-tert-butylphenyl)-2-benzyloxycarbonylaminopropyl]methanesulfonamide), [H][H] (hydrogen). The reagents and catalysts are [OH-].[OH-].[Pd+2] (palladium hydroxide/carbon). Solvent: CO (methanol), C(Cl)Cl (methylene chloride). The product is NC(CNS(=O)(=O)C)CC1=CC(=C(C=C1)OCC1=CC=CC=C1)C(C)(C)C (N-[2-amino-3-(4-benzyloxy-3-tert-butylphenyl)propyl]methanesulfonamide). The yield is 76.0%. RXN SMILES: [CH2:1]([O:8][C:9]1[CH:14]=[CH:13][C:12]([CH2:15][CH:16]([NH:23]C(OCC2C=CC=CC=2)=O)[CH2:17][NH:18][S:19]([CH3:22])(=[O:21])=[O:20])=[CH:11][C:10]=1[C:34]([CH3:37])([CH3:36])[CH3:35])[C:2]1[CH:7]=[CH:6][CH:5]=[CH:4][CH:3]=1.[H][H]>CO.C(Cl)Cl.[OH-].[OH-].[Pd+2]>[NH2:23][CH:16]([CH2:15][C:12]1[CH:13]=[CH:14][C:9]([O:8][CH2:1][C:2]2[CH:7]=[CH:6][CH:5]=[CH:4][CH:3]=2)=[C:10]([C:34]([CH3:37])([CH3:36])[CH3:35])[CH:11]=1)[CH2:17][NH:18][S:19]([CH3:22])(=[O:21])=[O:20] |f:4.5.6|. Procedure details: N-[3-(4-benzyloxy-3-tert-butylphenyl)-2-benzyloxycarbonylaminopropyl]methanesulfonamide (1.2 g, 2.29 mmol) was dissolved in a mixture of methanol (23 ml) and methylene chloride (5 ml), mixed with palladium hydroxide/carbon (0.60 g) and stirred for 12 hours in a hydrogen atmosphere. After filtering off insoluble material using Celite, the filtrate was concentrated to give crude N-[2-amino-3-(4-benzyloxy-3-tert-butylphenyl)propyl]methanesulfonamide (0.68 g). Reactants: CCOC(C)=O, CC(C)(Oc1cc(C(Cc2ccccc2)(NC(=O)c2cccc(C(F)(F)F)c2)c2cc(F)cc(C(F)(F)F)c2)ccc1F)C(N)=O, CN(C)C=O, O, O=S(Cl)Cl. Yields the product CC(C)(C#N)Oc1cc(C(Cc2ccccc2)(NC(=O)c2cccc(C(F)(F)F)c2)c2cc(F)cc(C(F)(F)F)c2)ccc1F. RXN SMILES: [CH3:57][CH2:58][O:59][C:60]([CH3:61])=[O:62].[NH2:1][C:2]([C:3]([CH3:4])([O:5][c:6]1[cH:7][c:8]([C:13]([CH2:14][c:15]2[cH:16][cH:17][cH:18][cH:19][cH:20]2)([c:21]2[cH:22][c:23]([F:31])[cH:24][c:25]([C:27]([F:28])([F:29])[F:30])[cH:26]2)[NH:32][C:33]([c:34]2[cH:35][c:36]([C:40]([F:41])([F:42])[F:43])[cH:37][cH:38][cH:39]2)=[O:44])[cH:9][cH:10][c:11]1[F:12])[CH3:45])=[O:46].[O:51]=[CH:52][N:53]([CH3:54])[CH3:55].[OH2:56].[S:47]([Cl:48])([Cl:49])=[O:50]>>[N:1]#[C:2][C:3]([CH3:4])([O:5][c:6]1[cH:7][c:8]([C:13]([CH2:14][c:15]2[cH:16][cH:17][cH:18][cH:19][cH:20]2)([c:21]2[cH:22][c:23]([F:31])[cH:24][c:25]([C:27]([F:28])([F:29])[F:30])[cH:26]2)[NH:32][C:33]([c:34]2[cH:35][c:36]([C:40]([F:41])([F:42])[F:43])[cH:37][cH:38][cH:39]2)=[O:44])[cH:9][cH:10][c:11]1[F:12])[CH3:45].